From a dataset of the Open Reaction Database (ORD), a public repository of structured organic reaction records. describe an organic reaction: reactants, conditions, products, and yield The reactants are COC(C1=CC(=C(C=C1)C)N1C(=NC(=CC1=O)O)C)=O (3-(4-hydroxy-2-methyl-6-oxo-6H-pyrimidin-1-yl)-4-methyl-benzoic acid methyl ester), CC=1C=C(CBr)C=CC1 (3-methylbenzyl bromide), C([O-])([O-])=O.[K+].[K+] (potassium carbonate), C1COCCOCCOCCOCCOCCO1 (18-crown-6). Run in CN(C=O)C (N,N-dimethylformamide). Reaction conditions: time 1 hour. The product is COC(C1=CC(=C(C=C1)C)N1C(=NC(=CC1=O)OCC1=CC(=CC=C1)C)C)=O (4-methyl-3-[2-methyl-4-(3-methyl-benzyloxy)-6-oxo-6H-pyrimidin-1-yl]-benzoic acid methyl ester). The yield is 21.7%. RXN SMILES: [CH3:1][O:2][C:3](=[O:20])[C:4]1[CH:9]=[CH:8][C:7]([CH3:10])=[C:6]([N:11]2[C:16](=[O:17])[CH:15]=[C:14]([OH:18])[N:13]=[C:12]2[CH3:19])[CH:5]=1.[CH3:21][C:22]1[CH:23]=[C:24]([CH:27]=[CH:28][CH:29]=1)[CH2:25]Br.C(=O)([O-])[O-].[K+].[K+].C1OCCOCCOCCOCCOCCOC1>CN(C)C=O>[CH3:1][O:2][C:3](=[O:20])[C:4]1[CH:9]=[CH:8][C:7]([CH3:10])=[C:6]([N:11]2[C:16](=[O:17])[CH:15]=[C:14]([O:18][CH2:21][C:22]3[CH:29]=[CH:28][CH:27]=[C:24]([CH3:25])[CH:23]=3)[N:13]=[C:12]2[CH3:19])[CH:5]=1 |f:2.3.4|. Procedure details: To a solution of Intermediate 2 (460 mg, 1.68 mmol) in N,N-dimethylformamide (2 mL) was added 3-methylbenzyl bromide (0.22 mL, 1.68 mmol), potassium carbonate (350 mg, 2.53 mmol) and 18-crown-6 (40 mg). The slurry was stirred at ambient temperature for one hour. The reaction was partitioned between ethyl acetate and water. The organic layer was washed with water and brine and dried over magnesium sulfate. The slurry was filtered and concentrated in vacuo. The crude material was purified using no... The reactants are CC1=C(C=O)C=C2C(=C1)OCO2 (2-methyl-4,5-(methylenedioxy)benzaldehyde), ClC=1C(=NOC1N(S(=O)(=O)C1=CSC2=NC=CC=C21)COCCOC)C (N-(4-chloro-3-methyl-5-isoxazolyl)-N-(methoxyethoxy-methyl)thieno [2,3-b]pyridine-3-sulfonamide), [Li]C(C)(C)C (t-BuLi). The solvent is C1CCOC1 (THF). The product is EtOAc hexanes, ClC=1C(=NOC1N(S(=O)(=O)C1=C(SC2=NC=CC=C21)C(C2=C(C=C1C(=C2)OCO1)C)O)COCCOC)C (N-(4-chloro-3-methyl-5-isoxazolyl)-N-(methoxyethoxymethyl)-2 -[α-hydroxy-2-methyl-4,5-( methylenedioxy)-benzyl]thieno[2,3-b]pyridine-3-sulfonamide). Isolated yield 36.7%. Reaction SMILES: [Cl:1][C:2]1[C:3]([CH3:26])=[N:4][O:5][C:6]=1[N:7]([CH2:20][O:21][CH2:22][CH2:23][O:24][CH3:25])[S:8]([C:11]1[C:19]2[C:14](=[N:15][CH:16]=[CH:17][CH:18]=2)[S:13][CH:12]=1)(=[O:10])=[O:9].[Li]C(C)(C)C.[CH3:32][C:33]1[CH:40]=[C:39]2[O:41][CH2:42][O:43][C:38]2=[CH:37][C:34]=1[CH:35]=[O:36]>C1COCC1>[Cl:1][C:2]1[C:3]([CH3:26])=[N:4][O:5][C:6]=1[N:7]([CH2:20][O:21][CH2:22][CH2:23][O:24][CH3:25])[S:8]([C:11]1[C:19]2[C:14](=[N:15][CH:16]=[CH:17][CH:18]=2)[S:13][C:12]=1[CH:35]([OH:36])[C:34]1[CH:37]=[C:38]2[O:43][CH2:42][O:41][C:39]2=[CH:40][C:33]=1[CH3:32])(=[O:9])=[O:10]. Procedure details: The title compound was prepared by the method of Example 4(B) using N-(4-chloro-3-methyl-5-isoxazolyl)-N-(methoxyethoxy-methyl)thieno [2,3-b]pyridine-3-sulfonamide (0.31 g, 0.75 mmoles)[Example 4(A)], THF (4 ml), t-BuLi (1.7 M, 0.53 ml, 0.90 mmoles) and 2-methyl-4,5-(methylenedioxy)benzaldehyde (0.15 g, 0.90 mmoles). Flash chromatography (40% EtOAc/hexanes) provided 0.16 g (38%) of the title compound. The reactants are C(C)(C)(C)C1=C(C=C(C(=O)N2[C@@](C[C@@H]([C@@H]2C=2SC=CN2)C2=NC=CN=C2)(C(=O)OC(C)(C)C)CC(C)C)C=C1)CC (rel-(2S,4S,5R)-1-(4-tert-butyl-3-ethylbenzoyl)-2-isobutyl-4-pyrazin-2-yl-5-(1,3-thiazol-2-yl)pyrrolidine-2-carboxylic acid, tert-butyl ester), C(=O)(C(F)(F)F)O (TFA). The product is C(C)(C)(C)C1=C(C=C(C(=O)N2[C@@](C[C@@H]([C@@H]2C=2SC=CN2)C2=NC=CN=C2)(C(=O)O)CC(C)C)C=C1)CC (rel-(2S,4S,5R)-1-(4-tert-Butyl-3-ethylbenzoyl)-2-isobutyl-4-(pyrazin-2-yl)-5-(1,3-thiazol-2-yl)pyrrolidine-2-carboxylic acid). Reaction SMILES: [C:1]([C:5]1[CH:39]=[CH:38][C:8]([C:9]([N:11]2[C@@H:15]([C:16]3[S:17][CH:18]=[CH:19][N:20]=3)[C@@H:14]([C:21]3[CH:26]=[N:25][CH:24]=[CH:23][N:22]=3)[CH2:13][C@@:12]2([CH2:34][CH:35]([CH3:37])[CH3:36])[C:27]([O:29]C(C)(C)C)=[O:28])=[O:10])=[CH:7][C:6]=1[CH2:40][CH3:41])([CH3:4])([CH3:3])[CH3:2].C(O)(C(F)(F)F)=O>>[C:1]([C:5]1[CH:39]=[CH:38][C:8]([C:9]([N:11]2[C@@H:15]([C:16]3[S:17][CH:18]=[CH:19][N:20]=3)[C@@H:14]([C:21]3[CH:26]=[N:25][CH:24]=[CH:23][N:22]=3)[CH2:13][C@@:12]2([CH2:34][CH:35]([CH3:36])[CH3:37])[C:27]([OH:29])=[O:28])=[O:10])=[CH:7][C:6]=1[CH2:40][CH3:41])([CH3:2])([CH3:3])[CH3:4]. Procedure: The tert-butyl ester from stage A was deprotected with TFA in a similar manner to that described in Example 1 to afford the title compound as a solid. The reactants are C1(=CC=CC=C1)O (phenol), C1[C@@H](O1)CCl (R-(-)-epichlorohydrin), [OH-].[Na+] (sodium hydroxide). The reagents and catalysts are [Cl-].C(C1=CC=CC=C1)[N+](CC)(CC)CC (benzyltriethylammonium chloride). Reaction conditions: temperature 70 celsius, time 2 hour. The product is C(C1CO1)OCC1CO1 (glycidyl ether). The yield is 27.2%. Reaction SMILES: [C:1]1([OH:7])[CH:6]=[CH:5]C=CC=1.[CH2:8]1[O:10][C@H:9]1[CH2:11]Cl.[OH-:13].[Na+]>[Cl-].C([N+](CC)(CC)CC)C1C=CC=CC=1>[CH2:11]([O:7][CH2:1][CH:6]1[O:13][CH2:5]1)[CH:9]1[O:10][CH2:8]1 |f:2.3,4.5|. Procedure: The starting phenol derivative (1.01 g) of the following formula: ##STR29## the same R-(-)-epichlorohydrin (2.01 g) as used in Preparation 2 and benzyltriethylammonium chloride (16 mg) are mixed and heated at 70° C., and thereto is added dropwise 24 wt. % aqueous sodium hydroxide (650 mg). The mixture is stirred at 70° C. for 2 hours. The reaction mixture is cooled to room temperature and extracted three times with chloroform. The extract is dried over anhydrous magnesium sulfate and distilled u... Reactants: CCOC(=O)c1cc2cnc(SC)nc2n(C2CCCC2)c1=O, ClCCl, O=S(=O)(c1ccccc1)N1OC1c1ccccc1. The product is CCOC(=O)c1cc2cnc(S(C)=O)nc2n(C2CCCC2)c1=O. RXN SMILES: [CH2:1]([CH3:2])[O:3][C:4](=[O:5])[c:6]1[cH:7][c:8]2[c:9]([n:10][c:11]([S:14][CH3:15])[n:12][cH:13]2)[n:16]([CH:19]2[CH2:20][CH2:21][CH2:22][CH2:23]2)[c:17]1=[O:18].[Cl:42][CH2:43][Cl:44].[c:24]1([S:25]([N:26]2[CH:27]([c:28]3[cH:29][cH:30][cH:32][cH:33][cH:34]3)[O:35]2)(=[O:31])=[O:36])[cH:37][cH:38][cH:39][cH:40][cH:41]1>>[CH2:1]([CH3:2])[O:3][C:4](=[O:5])[c:6]1[cH:7][c:8]2[c:9]([n:10][c:11]([S:14]([CH3:15])=[O:31])[n:12][cH:13]2)[n:16]([CH:19]2[CH2:20][CH2:21][CH2:22][CH2:23]2)[c:17]1=[O:18].